Dataset: the Open Reaction Database (ORD), a public repository of structured organic reaction records. Task: describe an organic reaction: reactants, conditions, products, and yield The reactants are Cc1cc(OCC=C(Cl)Cl)cc(Cl)c1O, ClCCl, CC(C)OC(=O)N=NC(=O)OC(C)C, OCCCOc1ccc(C(F)(F)F)cn1, c1ccc(P(c2ccccc2)c2ccccc2)cc1. Yields the product Cc1cc(OCC=C(Cl)Cl)cc(Cl)c1OCCCOc1ccc(C(F)(F)F)cn1. RXN SMILES: [Cl:16][c:17]1[c:18]([OH:30])[c:19]([CH3:29])[cH:20][c:21]([O:23][CH2:24][CH:25]=[C:26]([Cl:27])[Cl:28])[cH:22]1.[Cl:64][CH2:65][Cl:66].[O:50]=[C:51]([O:52][CH:53]([CH3:54])[CH3:55])[N:56]=[N:57][C:58]([O:59][CH:60]([CH3:61])[CH3:62])=[O:63].[OH:1][CH2:2][CH2:3][CH2:4][O:5][c:6]1[n:7][cH:8][c:9]([C:12]([F:13])([F:14])[F:15])[cH:10][cH:11]1.[c:31]1([P:32]([c:33]2[cH:34][cH:35][cH:36][cH:37][cH:38]2)[c:39]2[cH:40][cH:41][cH:42][cH:43][cH:44]2)[cH:45][cH:46][cH:47][cH:48][cH:49]1>>[O:1]([CH2:2][CH2:3][CH2:4][O:5][c:6]1[n:7][cH:8][c:9]([C:12]([F:13])([F:14])[F:15])[cH:10][cH:11]1)[c:18]1[c:17]([Cl:16])[cH:22][c:21]([O:23][CH2:24][CH:25]=[C:26]([Cl:27])[Cl:28])[cH:20][c:19]1[CH3:29]. Reactants: ClN1C(CCC1=O)=O (N-Chlorosuccinimide), COC1=CC=C(C=C1)CCC=O (3-(4-methoxyphenyl)propanal), ClCCl (dichloromethane). Reagents/catalysts: N1[C@@H](C(=O)O)CCC1 (D-proline). The product is ClC(C=O)CC1=CC=C(C=C1)OC (2-Chloro-3-(4-methoxyphenyl)propanal). Isolated yield 71.0%. RXN SMILES: [Cl:1]N1C(=O)CCC1=O.[CH3:9][O:10][C:11]1[CH:16]=[CH:15][C:14]([CH2:17][CH2:18][CH:19]=[O:20])=[CH:13][CH:12]=1.ClCCl>N1CCC[C@@H]1C(O)=O>[Cl:1][CH:18]([CH2:17][C:14]1[CH:15]=[CH:16][C:11]([O:10][CH3:9])=[CH:12][CH:13]=1)[CH:19]=[O:20]. Procedure details: N-Chlorosuccinimide (980 mg, 0.0073 mol) was added to a mixture of 3-(4-methoxyphenyl)propanal (1.0 g, 6.1 mmol) and D-proline (40 mg, 0.3 mmol) in dichloromethane (10 mL, 200 mmol) at 0° C. The reaction mixture was warmed to RT after 1 h, quenched with water, and extracted with dichloromethane. The organic extracts were washed with brine, dried over magnesium sulfate, filtered, and concentrated under reduced pressure. The residue was purified by flash chromatography eluting with ethyl acetate i... Reactants: C1CCC2=NCCCN2CC1, O=C(Nc1cccc2cnccc12)C(Cl)(Cl)Cl, NCc1ccc2c(c1)OCO2. Yields the product O=C(NCc1ccc2c(c1)OCO2)Nc1cccc2cnccc12. RXN SMILES: [CH2:12]1[CH2:13][CH2:14][C:15]2=[N:20][CH2:19][CH2:18][CH2:17][N:16]2[CH2:21][CH2:22]1.[Cl:23][C:24]([C:25](=[O:26])[NH:27][c:28]1[c:29]2[cH:30][cH:31][n:32][cH:33][c:34]2[cH:35][cH:36][cH:37]1)([Cl:38])[Cl:39].[O:1]1[CH2:2][O:3][c:4]2[c:5]1[cH:6][cH:7][c:8]([CH2:10][NH2:11])[cH:9]2>>[O:1]1[CH2:2][O:3][c:4]2[c:5]1[cH:6][cH:7][c:8]([CH2:10][NH:11][C:25](=[O:26])[NH:27][c:28]1[c:29]3[cH:30][cH:31][n:32][cH:33][c:34]3[cH:35][cH:36][cH:37]1)[cH:9]2. Starting materials: O=C1NC=C(C(N1)=O)C(=O)OCC (ethyl 1,2,3,4-tetrahydro-2,4-dioxopyrimidine-5-carboxylate), O1CCC=C1 (2,3-dihydrofuran). The solvent is N1=CC=CC=C1 (pyridine). Run at temperature 75 celsius. Product: O1C(CCC1)N1C(NC(C(=C1)C(=O)OCC)=O)=O (ethyl 1-(2-tetrahydrofuryl)-1,2,3,4-tetrahydro-2,4-dioxopyrimidine-5-carboxylate). Yield: 40.6%. Reaction SMILES: [O:1]=[C:2]1[NH:7][C:6](=[O:8])[C:5]([C:9]([O:11][CH2:12][CH3:13])=[O:10])=[CH:4][NH:3]1.[O:14]1[CH:18]=[CH:17][CH2:16][CH2:15]1>N1C=CC=CC=1>[O:14]1[CH2:18][CH2:17][CH2:16][CH:15]1[N:3]1[CH:4]=[C:5]([C:9]([O:11][CH2:12][CH3:13])=[O:10])[C:6](=[O:8])[NH:7][C:2]1=[O:1]. Procedure: A mixture of 5.52 g. (30 mmoles) of ethyl 1,2,3,4-tetrahydro-2,4-dioxopyrimidine-5-carboxylate, 15 g. of 2,3-dihydrofuran and 15 ml. of pyridine is heated at 135° C. for 6 hours. The reaction mixture is concentrated to dryness under reduced pressure and, with the addition of 20 ml. of water, the pyridine is azeotropically removed. The residue is dissolved in 50 ml. of 50% ethanol and heated at 75° C. for 2 hours. The reaction mixture is concentrated to dryness under reduced pressure and the resi... Starting materials: [Si](C)(C)(C(C)(C)C)OCC=1C=C(OCC2=CC(=CS2)/C(=C/C=C/C(CC)(O)CC)/CC)C=CC1CO[Si](C)(C)C(C)(C)C ((4E,6E)-7-{5-(3,4-bis(tert-butyldimethylsilanyloxymethyl)phenoxymethyl]-3-thienyl}-3-ethylnona-4,6-dien-3-ol), [F-].C(CCC)[N+](CCCC)(CCCC)CCCC (tetrabutylammonium fluoride). The product is OCC=1C=C(OCC2=CC(=CS2)/C(=C/C=C/C(CC)(O)CC)/CC)C=CC1CO ((4E,6E)-7-[5-(3,4-bis-hydroxymethyl-phenoxymethyl)-3-thienyl]-3-ethylnona-4,6-dien-3-ol). RXN SMILES: [Si]([O:8][CH2:9][C:10]1[CH:11]=[C:12]([CH:32]=[CH:33][C:34]=1[CH2:35][O:36][Si](C(C)(C)C)(C)C)[O:13][CH2:14][C:15]1[S:19][CH:18]=[C:17](/[C:20](/[CH2:30][CH3:31])=[CH:21]/[CH:22]=[CH:23]/[C:24]([CH2:28][CH3:29])([OH:27])[CH2:25][CH3:26])[CH:16]=1)(C(C)(C)C)(C)C.[F-].C([N+](CCCC)(CCCC)CCCC)CCC>>[OH:8][CH2:9][C:10]1[CH:11]=[C:12]([CH:32]=[CH:33][C:34]=1[CH2:35][OH:36])[O:13][CH2:14][C:15]1[S:19][CH:18]=[C:17](/[C:20](/[CH2:30][CH3:31])=[CH:21]/[CH:22]=[CH:23]/[C:24]([CH2:28][CH3:29])([OH:27])[CH2:25][CH3:26])[CH:16]=1 |f:1.2|. Procedure details: In a manner similar to that of Example 7(f), by reaction of 155 mg (0.24 mmol) of (4E,6E)-7-{5-(3,4-bis(tert-butyldimethylsilanyloxymethyl)phenoxymethyl]-3-thienyl}-3-ethylnona-4,6-dien-3-ol with 0.58 mL (0.58 mmol) of 1 M tetrabutylammonium fluoride solution, (4E,6E)-7-[5-(3,4-bis-hydroxymethyl-phenoxymethyl)-3-thienyl]-3-ethylnona-4,6-dien-3-ol is obtained in the form of a yellow oil (m=80 mg; Y=80%). Reactants: CN=C=O, CC(C)(N)CN, c1ccncc1. Yields the product CNC(=O)NCC(C)(C)N. As a reaction SMILES: [CH3:1][N:2]=[C:3]=[O:4].[NH2:5][CH2:6][C:7]([CH3:8])([CH3:9])[NH2:10].[cH:11]1[cH:12][cH:13][n:14][cH:15][cH:16]1>>[CH3:1][NH:2][C:3](=[O:4])[NH:5][CH2:6][C:7]([CH3:8])([CH3:9])[NH2:10]. Starting materials: CCCc1c(OCc2ccc(Cc3cccc(C#N)c3)cc2)ccc(C(C)=O)c1O, CCCc1c(OCc2ccc(C(F)c3cccc(-c4nnn[nH]4)c3)cc2)ccc(C(C)=O)c1O. Product: CCCc1c(OCc2ccc(Cc3cccc(-c4nnn[nH]4)c3)cc2)ccc(C(C)=O)c1O. RXN SMILES: [C:35]([c:36]1[cH:37][cH:38][c:39]([O:40][CH2:41][c:42]2[cH:43][cH:44][c:45]([CH2:46][c:47]3[cH:48][c:49]([C:53]#[N:54])[cH:50][cH:51][cH:52]3)[cH:55][cH:56]2)[c:57]([CH2:58][CH2:59][CH3:60])[c:61]1[OH:62])(=[O:63])[CH3:64].[F:1][CH:2]([c:3]1[cH:4][cH:5][c:6]([CH2:7][O:8][c:9]2[c:10]([CH2:19][CH2:20][CH3:21])[c:11]([OH:18])[c:12]([C:15]([CH3:16])=[O:17])[cH:13][cH:14]2)[cH:22][cH:23]1)[c:24]1[cH:25][c:26](-[c:30]2[n:31][n:32][n:33][nH:34]2)[cH:27][cH:28][cH:29]1>>[CH2:2]([c:3]1[cH:4][cH:5][c:6]([CH2:7][O:8][c:9]2[c:10]([CH2:19][CH2:20][CH3:21])[c:11]([OH:18])[c:12]([C:15]([CH3:16])=[O:17])[cH:13][cH:14]2)[cH:22][cH:23]1)[c:24]1[cH:25][c:26](-[c:30]2[n:31][n:32][n:33][nH:34]2)[cH:27][cH:28][cH:29]1. Starting materials: NC1=CC=C(C=C1)CC(=O)O (4-amino-phenyl-acetic acid), CS(=O)(=O)O (CH3SO3H), C(C)(=O)OCC (ethyl acetate). Product: CS(=O)(=O)O.NC1=CC=C(C=C1)CC(=O)OO (4-amino-phenyl-peracetic acid methanesulphonate). Yield: 98.5%. Reaction SMILES: [NH2:1][C:2]1[CH:7]=[CH:6][C:5]([CH2:8][C:9]([OH:11])=[O:10])=[CH:4][CH:3]=1.[CH3:12][S:13]([OH:16])(=[O:15])=[O:14].C(OCC)(=[O:19])C>>[CH3:12][S:13]([OH:16])(=[O:15])=[O:14].[NH2:1][C:2]1[CH:3]=[CH:4][C:5]([CH2:8][C:9]([O:11][OH:19])=[O:10])=[CH:6][CH:7]=1 |f:3.4|. Reported procedure: The procedures of Example 8 were repeated, by substituting 3-amino-benzoic acid with 4-amino-phenyl-acetic acid (3 g: 0.0198 mole) and by using 19 g of CH3SO3H instead of 30 g, 2.2 g of H2O2 at 85% (0.055 mole) instead of 2.9 g, and ethyl acetate (300 moles) instead of THF. 5.2 g of crystalline and substantially pure 4-amino-phenyl-peracetic acid methanesulphonate were obtained. Yield: 98.5%. Starting materials: ClC1=C(C(=CC=C1)Cl)N(NC(=O)OC(C)(C)C)C(NC(C1=CC(=C(C=C1)C(=O)OC)OC)=O)=O (tert-butyl 2-(2,6-dichlorophenyl)-2-((3-methoxy-4-(methoxycarbonyl)benzoyl)carbamoyl)hydrazinecarboxylate), FC(C(=O)O)(F)F (trifluoro acetic acid). The solvent is C(Cl)Cl (DCM). The product is ClC1=C(C(=CC=C1)Cl)N1N=C(NC1=O)C1=CC(=C(C(=O)OC)C=C1)OC (methyl 4-(1-(2,6-dichlorophenyl)-5-oxo-4,5-dihydro-1H-1,2,4-triazol-3-yl)-2-methoxybenzoate). Yield: 52.5%. Reaction SMILES: [Cl:1][C:2]1[CH:7]=[CH:6][CH:5]=[C:4]([Cl:8])[C:3]=1[N:9]([C:18](=[O:34])[NH:19][C:20](=O)[C:21]1[CH:26]=[CH:25][C:24]([C:27]([O:29][CH3:30])=[O:28])=[C:23]([O:31][CH3:32])[CH:22]=1)[NH:10]C(OC(C)(C)C)=O.FC(F)(F)C(O)=O>C(Cl)Cl>[Cl:1][C:2]1[CH:7]=[CH:6][CH:5]=[C:4]([Cl:8])[C:3]=1[N:9]1[C:18](=[O:34])[NH:19][C:20]([C:21]2[CH:26]=[CH:25][C:24]([C:27]([O:29][CH3:30])=[O:28])=[C:23]([O:31][CH3:32])[CH:22]=2)=[N:10]1. Procedure: The title compound was prepared according to the procedure described in step-2 of Intermediate-9 by using tert-butyl 2-(2,6-dichlorophenyl)-2-((3-methoxy-4-(methoxycarbonyl)benzoyl)carbamoyl)hydrazinecarboxylate (1.5 g, 2.9 mmol), DCM (20 mL) and trifluoro acetic acid (2.0 mL) to afford 0.600 g of desired product. 1H NMR (300 MHz, DMSO do): δ 3.80 (s, 3H), 3.80 (s, 3H), 7.49-7.71 (m, 3H), 7.74-7.79 (m, 3H), 12.85 (s, 1H); MS (m/z): 393.95 (M)+. Reactants: CC(CC12COC(OC1)(OC2)C2=CC=C(C=C2)C#C[Si](C)(C)C)(C)C (4-(2,2-dimethylpropyl)-1-[4-(2-trimethylsilylethynyl)phenyl]-2,6,7-trioxabicyclo[2,2,2]octane), CC(CC12COC(OC1)(OC2)C2=CC=C(C=C2)I)(C)C (4-(2,2-dimethyl-propyl)-1-(4-iodophenyl)-2,6,7-trioxabicyclo[2,2,2]octane), C[Si](C)(C)C#C (trimethylsilylacetylene). Product: CC(CC12COC(OC1)(OC2)C2=CC=C(C=C2)CCCOC)(C)C (4-(2,2-Dimethylpropyl)-1-[4-(3-methoxyprop-1-yl)phenyl]-2,6,7-trioxabicyclo[2,2,2]octane). Reaction SMILES: [CH3:1][C:2]([CH3:25])([CH3:24])[CH2:3][C:4]12[CH2:11][O:10][C:7]([C:12]3[CH:17]=[CH:16][C:15]([C:18]#[C:19][Si](C)(C)C)=[CH:14][CH:13]=3)([O:8][CH2:9]1)[O:6][CH2:5]2.CC(C)(C)CC12CO[C:32](C3C=CC(I)=CC=3)(OC1)[O:31][CH2:30]2.C[Si](C#C)(C)C>>[CH3:1][C:2]([CH3:25])([CH3:24])[CH2:3][C:4]12[CH2:11][O:10][C:7]([C:12]3[CH:17]=[CH:16][C:15]([CH2:18][CH2:19][CH2:30][O:31][CH3:32])=[CH:14][CH:13]=3)([O:8][CH2:9]1)[O:6][CH2:5]2. Reported procedure: Using methodology described in Example 1, 4-(2,2-dimethylpropyl)-1-[4-(2-trimethylsilylethynyl)phenyl]-2,6,7-trioxabicyclo[2,2,2]octane was prepared from 4-(2,2-dimethyl-propyl)-1-(4-iodophenyl)-2,6,7-trioxabicyclo[2,2,2]octane and trimethylsilylacetylene.